Dataset: the Open Reaction Database (ORD), a public repository of structured organic reaction records. Task: describe an organic reaction: reactants, conditions, products, and yield Reactants: ClC(Cl)Cl, CCOC(=O)C1(c2ccc(N)c(OCC3CC3)c2)CCC1, O=C1CCC(=O)N1Br, O. The product is CCOC(=O)C1(c2cc(Br)c(N)c(OCC3CC3)c2)CCC1. As a reaction SMILES: [Cl:30][CH:31]([Cl:32])[Cl:33].[NH2:1][c:2]1[c:3]([O:17][CH2:18][CH:19]2[CH2:20][CH2:21]2)[cH:4][c:5]([C:8]2([C:12](=[O:13])[O:14][CH2:15][CH3:16])[CH2:9][CH2:10][CH2:11]2)[cH:6][cH:7]1.[O:22]=[C:23]1[N:24]([Br:29])[C:25](=[O:26])[CH2:27][CH2:28]1.[OH2:34]>>[NH2:1][c:2]1[c:3]([O:17][CH2:18][CH:19]2[CH2:20][CH2:21]2)[cH:4][c:5]([C:8]2([C:12](=[O:13])[O:14][CH2:15][CH3:16])[CH2:9][CH2:10][CH2:11]2)[cH:6][c:7]1[Br:29]. Reactants: C(C(C)=C)Cl (methallyl chloride), solution, C[SiH](Cl)Cl (MeSiHCl2), [SiH](C)(C)Cl (Me2SiHCl). Reaction conditions: time 10 minute. Product: [Si](Cl)(C)(C)CC(C)CCl (Me2SiClCH2CHMeCH2Cl), C[Si](Cl)(Cl)CC(C)CCl (MeSiCl2CH2CHMeCH2Cl). Yield: 19.6%. As a reaction SMILES: [CH3:1][SiH:2]([Cl:4])[Cl:3].[SiH:5]([Cl:8])([CH3:7])[CH3:6].[CH2:9]([Cl:13])[C:10](=[CH2:12])[CH3:11]>>[Si:5]([CH2:11][CH:10]([CH2:9][Cl:13])[CH3:12])([CH3:7])([CH3:6])[Cl:8].[CH3:1][Si:2]([CH2:11][CH:10]([CH2:9][Cl:13])[CH3:12])([Cl:4])[Cl:3]. Reported procedure: In a 100 ml apparatus, there were combined 8.6 g (0.75 mol) of MeSiHCl2, 7.1 g (0.075 mol) of Me2SiHCl, and 6.8 g (0.075 mol) of methallyl chloride. Pt catalyst solution (0.01 ml) was added at 32° causing an exothermic reaction to 57° C. and completion in 10 min. Distillation yielded 54.0% of Me2SiClCH2CHMeCH2Cl and 19.6% of MeSiCl2CH2CHMeCH2Cl, indicating that at the equimolar level, neither MeSiHCl2 nor Me2SiHCl is a very effective promoter for reactions of the other with methallyl chloride, i... Reactants: C(C)OC(CC(C)(C1=CC=C(C=C1)C1=CC=C(C=C1)F)Cl)=O (3-chloro-3-(4'-fluoro-4-biphenylyl)-butyric acid ethyl ester), hydroxy ester, O=S(Cl)Cl (SOCl2), S(=O)(=O)(O)O.NN (hydrazine sulfate), CC[O-].[Na+] (sodium ethylate). Run in C(C)O (ethanol). Yields the product FC1=CC=C(C=C1)C1=CC=C(C=C1)C1(NNC(C1)=O)C (3-(4'-fluoro-4-biphenylyl)-3-methyl-pyrazolidin-5-one). Reaction SMILES: C([O:3][C:4](=O)[CH2:5][C:6](Cl)([C:8]1[CH:13]=[CH:12][C:11]([C:14]2[CH:19]=[CH:18][C:17]([F:20])=[CH:16][CH:15]=2)=[CH:10][CH:9]=1)[CH3:7])C.O=S(Cl)Cl.S(O)(O)(=O)=O.[NH2:32][NH2:33].CC[O-].[Na+]>C(O)C>[F:20][C:17]1[CH:18]=[CH:19][C:14]([C:11]2[CH:12]=[CH:13][C:8]([C:6]3([CH3:7])[CH2:5][C:4](=[O:3])[NH:33][NH:32]3)=[CH:9][CH:10]=2)=[CH:15][CH:16]=1 |f:2.3,4.5|. Procedure: A solution of 32.1 g of 3-chloro-3-(4'-fluoro-4-biphenylyl)-butyric acid ethyl ester (obtainable from the hydroxy ester and SOCl2), 15 g of hydrazine sulfate and 20.5 g of sodium ethylate in 500 ml of absolute ethanol is boiled for 2 hours and the solvent is evaporated. Working up gives 3-(4'-fluoro-4-biphenylyl)-3-methyl-pyrazolidin-5-one, m.p. 194°-196°. Reactants: Cc1ccc(-n2nc(C(C)(C)C)cc2N)cc1, O=C(O)Cc1ccc(-n2cnc3cccnc32)cc1. Product: Cc1ccc(-n2nc(C(C)(C)C)cc2NC(=O)Cc2ccc(-n3cnc4cccnc43)cc2)cc1. RXN SMILES: [C:20]([CH3:21])([CH3:22])([CH3:23])[c:24]1[cH:25][c:26]([NH2:36])[n:27](-[c:29]2[cH:30][cH:31][c:32]([CH3:35])[cH:33][cH:34]2)[n:28]1.[n:1]1[cH:2][n:3](-[c:10]2[cH:11][cH:12][c:13]([CH2:16][C:17](=[O:18])[OH:19])[cH:14][cH:15]2)[c:4]2[n:5][cH:6][cH:7][cH:8][c:9]12>>[n:1]1[cH:2][n:3](-[c:10]2[cH:11][cH:12][c:13]([CH2:16][C:17](=[O:19])[NH:36][c:26]3[cH:25][c:24]([C:20]([CH3:21])([CH3:22])[CH3:23])[n:28][n:27]3-[c:29]3[cH:30][cH:31][c:32]([CH3:35])[cH:33][cH:34]3)[cH:14][cH:15]2)[c:4]2[n:5][cH:6][cH:7][cH:8][c:9]12. Reactants: N1=CC(=CC=C1)C1NC2=C(C=CC=C2CN1)C(=O)OC (methyl 2-(pyridin-3-yl)-1,2,3,4-tetrahydroquinazoline-8-carboxylate), C(#N)C1=C(C(=O)C(=C(C1=O)Cl)Cl)C#N (DDQ). Run in C(Cl)Cl (CH2Cl2). Reaction conditions: time 24 hour. Product: N1=CC(=CC=C1)C1=NC2=C(C=CC=C2C=N1)C(=O)OC (methyl 2-(pyridin-3-yl)quinazoline-8-carboxylate). Isolated yield 89.2%. Reaction SMILES: [N:1]1[CH:6]=[CH:5][CH:4]=[C:3]([CH:7]2[NH:16][CH2:15][C:14]3[C:9](=[C:10]([C:17]([O:19][CH3:20])=[O:18])[CH:11]=[CH:12][CH:13]=3)[NH:8]2)[CH:2]=1.C(C1C(=O)C(Cl)=C(Cl)C(=O)C=1C#N)#N>C(Cl)Cl>[N:1]1[CH:6]=[CH:5][CH:4]=[C:3]([C:7]2[N:16]=[CH:15][C:14]3[C:9](=[C:10]([C:17]([O:19][CH3:20])=[O:18])[CH:11]=[CH:12][CH:13]=3)[N:8]=2)[CH:2]=1. Procedure details: A mixture of methyl 2-(pyridin-3-yl)-1,2,3,4-tetrahydroquinazoline-8-carboxylate (4.0 g, 14.8 mmol) and DDQ (5.0 g, 22.2 mmol) in CH2Cl2 (50 mL) was stirred at room temperature for 24 hours. The solvent was removed in vacuo, and the residue was purified by silica gel column chromatography (5% methanol in CH2Cl2) to obtain methyl 2-(pyridin-3-yl)quinazoline-8-carboxylate (3.5 g, 89% yield).